This data is from the Open Reaction Database (ORD), a public repository of structured organic reaction records. The task is: describe an organic reaction: reactants, conditions, products, and yield The reactants are C1(=CC=CC=C1)S(=O)(=O)N (benzenesulfonamide), S(=O)(Cl)Cl (thionyl chloride), [H-].[Na+] (sodium hydride), C(CCCCCCCCCCCCCCC)NC=1C=C(SC1)C(=O)O (4-(hexadecylamino)-2-thiophenecarboxylic acid). The solvent is C(OC)COC (dimethoxyethane), CC(=O)N(C)C (dimethylacetamide), CC(=O)N(C)C (dimethylacetamide), C(Cl)Cl (methylene chloride). Run at time 30 minute. Product: C(CCCCCCCCCCCCCCC)NC=1C=C(SC1)C(=O)NS(=O)(=O)C1=CC=CC=C1 (4-(hexadecylamino)-N-(phenylsulfonyl)-2-thiophenecarboxamide). As a reaction SMILES: [C:1]1([S:7]([NH2:10])(=[O:9])=[O:8])[CH:6]=[CH:5][CH:4]=[CH:3][CH:2]=1.[H-].[Na+].[CH2:13]([NH:29][C:30]1[CH:31]=[C:32]([C:35](O)=[O:36])[S:33][CH:34]=1)[CH2:14][CH2:15][CH2:16][CH2:17][CH2:18][CH2:19][CH2:20][CH2:21][CH2:22][CH2:23][CH2:24][CH2:25][CH2:26][CH2:27][CH3:28].S(Cl)(Cl)=O>C(COC)OC.C(Cl)Cl.CC(N(C)C)=O>[CH2:13]([NH:29][C:30]1[CH:31]=[C:32]([C:35]([NH:10][S:7]([C:1]2[CH:6]=[CH:5][CH:4]=[CH:3][CH:2]=2)(=[O:9])=[O:8])=[O:36])[S:33][CH:34]=1)[CH2:14][CH2:15][CH2:16][CH2:17][CH2:18][CH2:19][CH2:20][CH2:21][CH2:22][CH2:23][CH2:24][CH2:25][CH2:26][CH2:27][CH3:28] |f:1.2|. Reported procedure: A solution of 31.4 g. of benzenesulfonamide in 250 ml. of dry dimethylacetamide is added dropwise, with stirring and cooling, to a suspension of 5.5 g. of sodium hydride in 100 ml. of dry dimethylacetamide during 30 minutes at room temperature. Stirring is continued for 30 minutes. In the meantime, a mixture of 36.2 g. of 4-(hexadecylamino)-2-thiophenecarboxylic acid in 100 ml. of methylene chloride, 300 ml. of dimethoxyethane, and 40 ml. of thionyl chloride is refluxed for 1 hour and 15 minutes... The reactants are CCS(=O)(=O)N1CCC(c2c[nH]c3c(C(N)=O)cc(-c4cccc(C=O)c4)cc23)CC1, CON, CS(C)=O. The product is CCS(=O)(=O)N1CCC(c2c[nH]c3c(C(N)=O)cc(-c4cccc(C=NOC)c4)cc23)CC1. As a reaction SMILES: [CH2:1]([CH3:2])[S:3](=[O:4])(=[O:5])[N:6]1[CH2:7][CH2:8][CH:9]([c:12]2[cH:13][nH:14][c:15]3[c:16]([C:29](=[O:30])[NH2:31])[cH:17][c:18](-[c:21]4[cH:22][c:23]([CH:27]=[O:28])[cH:24][cH:25][cH:26]4)[cH:19][c:20]23)[CH2:10][CH2:11]1.[CH3:32][O:33][NH2:34].[CH3:35][S:36]([CH3:37])=[O:38]>>[CH2:1]([CH3:2])[S:3](=[O:4])(=[O:5])[N:6]1[CH2:7][CH2:8][CH:9]([c:12]2[cH:13][nH:14][c:15]3[c:16]([C:29](=[O:30])[NH2:31])[cH:17][c:18](-[c:21]4[cH:22][c:23]([CH:27]=[N:34][O:33][CH3:32])[cH:24][cH:25][cH:26]4)[cH:19][c:20]23)[CH2:10][CH2:11]1. The reactants are C(C)(=O)OC1=CC=C(C(=O)Cl)C=C1 (4-acetoxybenzoic acid chloride), [N+](=O)(O)[O-].[N+](=O)([O-])OCCN (2-nitrooxy-ethylamine nitrate). Yields the product C(C)(=O)OC1=CC=C(C(=O)NCCO[N+](=O)[O-])C=C1 (4-Acetoxy-N-(2-nitroxyethyl)-benzamide). Isolated yield 74.6%. Procedure details: Starting from 0.113 mole of 4-acetoxybenzoic acid chloride and 0.110 mole of 2-nitrooxy-ethylamine nitrate, and operating substantially as described in the preceding Example, 22 g of the title compound were obtained. M.p. 95°-97° C. (ethyl ether). RXN SMILES: [C:1]([O:4][C:5]1[CH:13]=[CH:12][C:8]([C:9](Cl)=[O:10])=[CH:7][CH:6]=1)(=[O:3])[CH3:2].[N+]([O-])(O)=O.[N+:18]([O:21][CH2:22][CH2:23][NH2:24])([O-:20])=[O:19]>>[C:1]([O:4][C:5]1[CH:13]=[CH:12][C:8]([C:9]([NH:24][CH2:23][CH2:22][O:21][N+:18]([O-:20])=[O:19])=[O:10])=[CH:7][CH:6]=1)(=[O:3])[CH3:2] |f:1.2|. Starting materials: FC(C(C(=O)O)=C)(F)F (α-trifluoromethylacrylic acid), CNC(=O)NC (1,3-dimethylurea), C1CCC(CC1)N=C=NC2CCCCC2 (DCC). Solvent: CN(C)C=O (DMF), CN(C)C=O (DMF). Reaction conditions: temperature 0 celsius, time 1 hour. Product: CN1C(=O)N(C(=O)C(C1)C(F)(F)F)C (1,3-dimethyl-5-trifluoromethyl-5,6-dihydrouracil). Yield: 56.1%. RXN SMILES: [F:1][C:2]([F:9])([F:8])[C:3](=[CH2:7])[C:4](O)=[O:5].[CH3:10][NH:11][C:12]([NH:14][CH3:15])=[O:13].C1CCC(N=C=NC2CCCCC2)CC1>CN(C=O)C>[CH3:10][N:11]1[CH2:7][CH:3]([C:2]([F:9])([F:8])[F:1])[C:4](=[O:5])[N:14]([CH3:15])[C:12]1=[O:13]. Reported procedure: A mixture of α-trifluoromethylacrylic acid (700 mg; 5.0 mmoles) and 1,3-dimethylurea (419 mg; 4.8 mmoles) in DMF (5 ml) was cooled to 0° C., and then a solution of DCC (1.21 g; 5.9 mmoles) in DMF (3 ml) was added dropwise. The mixture was stirred at 0° C. for 1 hour. The precipitated solid was filtered off, and washed with ethyl acetate. The solvents were evaporated under reduced pressure from the combined filtrates. The residue was purified by a column chromatography on silica gel to give 566 m... Reactants: COc1ccc(C)cc1B(O)O, O=[N+]([O-])c1cc(Cl)nc(Cl)c1. Yields the product COc1ccc(C)cc1-c1cc([N+](=O)[O-])cc(Cl)n1. Reaction SMILES: [CH3:1][O:2][c:3]1[c:4]([B:10]([OH:11])[OH:12])[cH:5][c:6]([CH3:9])[cH:7][cH:8]1.[Cl:13][c:14]1[n:15][c:16]([Cl:23])[cH:17][c:18]([N+:20](=[O:21])[O-:22])[cH:19]1>>[CH3:1][O:2][c:3]1[c:4](-[c:16]2[n:15][c:14]([Cl:13])[cH:19][c:18]([N+:20](=[O:21])[O-:22])[cH:17]2)[cH:5][c:6]([CH3:9])[cH:7][cH:8]1. Starting materials: C(CCC)C1=NC(=C(C(=N1)Cl)CC(=O)OCC)CC1=CC=C(C=C1)C(=O)OC (Ethyl 2-butyl-4-chloro-6-[4-methoxycarbonyl-benzyl]-5-pyrimidine acetate), [OH-].[Na+] (sodium hydroxide). The solvent is C(C)O (ethanol). Conditions: time 3 day. Product: C(CCC)C1=NC(=C(C(=N1)Cl)CC(=O)O)CC1=CC=C(C=C1)C(=O)O (2-butyl-6-[4-carboxy-benzyl]-4-chloro-5-pyrimidine acetic acid). Isolated yield 81.2%. Reaction SMILES: [CH2:1]([C:5]1[N:10]=[C:9]([Cl:11])[C:8]([CH2:12][C:13]([O:15]CC)=[O:14])=[C:7]([CH2:18][C:19]2[CH:24]=[CH:23][C:22]([C:25]([O:27]C)=[O:26])=[CH:21][CH:20]=2)[N:6]=1)[CH2:2][CH2:3][CH3:4].[OH-].[Na+]>C(O)C>[CH2:1]([C:5]1[N:10]=[C:9]([Cl:11])[C:8]([CH2:12][C:13]([OH:15])=[O:14])=[C:7]([CH2:18][C:19]2[CH:20]=[CH:21][C:22]([C:25]([OH:27])=[O:26])=[CH:23][CH:24]=2)[N:6]=1)[CH2:2][CH2:3][CH3:4] |f:1.2|. Reported procedure: 220 mg of the product of Example 1 were introduced into 6.6 ml of ethanol and 0.6 ml of sodium hydroxide and after stirring at ambient temperature for 3 days and followed by evaporation to dryness under reduced pressure at a temperature below 40° C., the residue was dissolved in 2 ml of water and neutralized by the addition of approximately 0.6 ml of 2N hydrochloric acid. After separating and washing with water, 160 mg of product were obtained which was crystallized from 5 ml of hot isopropanol ...